describe an organic reaction: reactants, conditions, products, and yield From a dataset of the Open Reaction Database (ORD), a public repository of structured organic reaction records. Reactants: CCO, NC(=O)CCc1c(N)nc(C=Cc2ccccc2)nc1Cl. The product is CCOC(=O)CCc1c(N)nc(C=Cc2ccccc2)nc1Cl. RXN SMILES: [CH3:22][CH2:23][OH:24].[NH2:1][c:2]1[n:3][c:4]([CH:14]=[CH:15][c:16]2[cH:17][cH:18][cH:19][cH:20][cH:21]2)[n:5][c:6]([Cl:13])[c:7]1[CH2:8][CH2:9][C:10](=[O:11])[NH2:12]>>[NH2:1][c:2]1[n:3][c:4]([CH:14]=[CH:15][c:16]2[cH:17][cH:18][cH:19][cH:20][cH:21]2)[n:5][c:6]([Cl:13])[c:7]1[CH2:8][CH2:9][C:10](=[O:11])[O:24][CH2:23][CH3:22].